This data is from the Open Reaction Database (ORD), a public repository of structured organic reaction records. The task is: describe an organic reaction: reactants, conditions, products, and yield Reactants: CCC(=O)O[C@H]1CC(=O)N(C2=C(C(=CC(=C2)C/C(=C/C=C/[C@H]([C@]3(C[C@@H]([C@H]([C@H]4[C@]1(O4)C)C)OC(=O)N3)O)OC)/C)OC)Cl)C (ansamitocin P-2). Run in O1CCCC1 (tetrahydrofuran). Reaction conditions: temperature -50 celsius, time 2 hour. The product is CC1C2CC(C(/C=C/C=C(/CC3=CC(=C(C(=C3)OC)Cl)N(C(=O)CC(C4(C1O4)C)O)C)\C)OC)(NC(=O)O2)O (maytansinol). Reaction SMILES: CCC([O:5][C@@H:6]1[C@:28]2([CH3:30])[O:29][C@H:27]2[C@H:26]([CH3:31])[C@H:25]2[O:32][C:33]([NH:35][C@:23]([OH:36])([CH2:24]2)[C@H:22]([O:37][CH3:38])[CH:21]=[CH:20][CH:19]=[C:18]([CH3:39])[CH2:17][C:15]2=[CH:16][C:11](=[C:12]([Cl:42])[C:13]([O:40][CH3:41])=[CH:14]2)[N:10]([CH3:43])[C:8](=[O:9])[CH2:7]1)=[O:34])=O>O1CCCC1>[CH3:31][CH:26]1[CH:27]2[O:29][C:28]2([CH3:30])[CH:6]([OH:5])[CH2:7][C:8](=[O:9])[N:10]([CH3:43])[C:11]2=[C:12]([Cl:42])[C:13]([O:40][CH3:41])=[CH:14][C:15](=[CH:16]2)[CH2:17][C:18]([CH3:39])=[CH:19][CH:20]=[CH:21][CH:22]([O:37][CH3:38])[C:23]2([OH:36])[NH:35][C:33]([O:32][CH:25]1[CH2:24]2)=[O:34]. Reported procedure: In 800 ml of dry tetrahydrofuran (THF) is dissolved 15.0 g of antibiotic Ansamitocin mixture (12% of ansamitocin P-2, 71% of P-3 and 17% of P-4) and under dry nitogen gas streams, the solution is cooled to -50° C. in a dry ice-acetone bath. Then, 13.0 g of lithium aluminum hydride (LAH) is added in a single dose and the mixture is stirred at -50° C. to -22° C. for 2 hours. Then, at -28° C., a further 3 g of LAH is added and the reaction mixture is stirred at -28° C. to -22° C. for 80 minutes. Th...